Dataset: the Open Reaction Database (ORD), a public repository of structured organic reaction records. Task: describe an organic reaction: reactants, conditions, products, and yield Reactants: C1(=CC=CC=C1)OC(=O)Cl (phenylchloroformate), CC#N (MeCN), NC1=NC=C(N=C1)C (2-Amino-5-methyl-pyrazine), N1=CC=CC=C1 (pyridine). The solvent is C1CCOC1 (THF), C1CCOC1 (THF). Conditions: temperature 0 celsius, time 3 hour. The product is CC=1N=CC(=NC1)NC(OC1=CC=CC=C1)=O (Phenyl 5-methylpyrazin-2-ylcarbamate). As a reaction SMILES: [NH2:1][C:2]1[CH:7]=[N:6][C:5]([CH3:8])=[CH:4][N:3]=1.N1C=CC=CC=1.[C:15]1([O:21][C:22](Cl)=[O:23])[CH:20]=[CH:19][CH:18]=[CH:17][CH:16]=1.CC#N>C1COCC1>[CH3:8][C:5]1[N:6]=[CH:7][C:2]([NH:1][C:22](=[O:23])[O:21][C:15]2[CH:20]=[CH:19][CH:18]=[CH:17][CH:16]=2)=[N:3][CH:4]=1. Procedure: 2-Amino-5-methyl-pyrazine (2.00 g, 21.25 mmol) was dissolved in THF (80 mL), cooled to 0° C., and treated with pyridine (1.77 g, 22.3 mmol) followed by the dropwise addition of phenylchloroformate (3.49 g, 22.3 mmol) in THF (30 mL). After stirring for 3 h, 100 mL of MeCN was added and the reaction mixture was reduced to a volume of 100 mL in vacuo. The title compound as white crystals was collected by filtration (2.5 g, 55%) and was used without further purification.